This data is from the Open Reaction Database (ORD), a public repository of structured organic reaction records. The task is: describe an organic reaction: reactants, conditions, products, and yield The reactants are CC(C)(C)OC(=O)CNC(=O)C1=C(O)c2c(Cl)cccc2C(C)(C)C1=O, O=C(O)C(F)(F)F, O. Yields the product CC1(C)C(=O)C(C(=O)NCC(=O)O)=C(O)c2c(Cl)cccc21. Reaction SMILES: [Cl:1][c:2]1[c:3]2[c:8]([cH:9][cH:10][cH:11]1)[C:7]([CH3:12])([CH3:13])[C:6](=[O:14])[C:5]([C:15](=[O:16])[NH:17][CH2:18][C:19](=[O:20])[O:21][C:22]([CH3:23])([CH3:24])[CH3:25])=[C:4]2[OH:26].[F:27][C:28]([F:29])([F:30])[C:31]([OH:32])=[O:33].[OH2:34]>>[Cl:1][c:2]1[c:3]2[c:8]([cH:9][cH:10][cH:11]1)[C:7]([CH3:12])([CH3:13])[C:6](=[O:14])[C:5]([C:15](=[O:16])[NH:17][CH2:18][C:19](=[O:20])[OH:21])=[C:4]2[OH:26]. Starting materials: Cc1cc(CCCCCOc2ccc(C=O)cc2)on1, Cc1ccccc1, NCCS, Cc1ccc(S(=O)(=O)O)cc1. Yields the product Cc1cc(CCCCCOc2ccc(C3NCCS3)cc2)on1. As a reaction SMILES: [CH3:1][c:2]1[n:3][o:4][c:5]([CH2:7][CH2:8][CH2:9][CH2:10][CH2:11][O:12][c:13]2[cH:14][cH:15][c:16]([CH:17]=[O:18])[cH:19][cH:20]2)[cH:6]1.[CH3:36][c:37]1[cH:38][cH:39][cH:40][cH:41][cH:42]1.[NH2:21][CH2:22][CH2:23][SH:24].[c:25]1([CH3:26])[cH:27][cH:28][c:29]([S:30]([OH:31])(=[O:32])=[O:33])[cH:34][cH:35]1>>[CH3:1][c:2]1[n:3][o:4][c:5]([CH2:7][CH2:8][CH2:9][CH2:10][CH2:11][O:12][c:13]2[cH:14][cH:15][c:16]([CH:17]3[NH:21][CH2:22][CH2:23][S:24]3)[cH:19][cH:20]2)[cH:6]1. Reactants: OCC1=C(OC(C(=O)OC)C)C=CC(=C1)CC (methyl 2-(2-hydroxymethyl-4-ethylphenoxy)propionate), S(=O)(Cl)Cl (thionyl chloride). The reagents and catalysts are N1=CC=CC=C1 (pyridine). Run in C(C)OCC (diethyl ether). Yields the product ClCC1=C(OC(C(=O)OC)C)C=CC(=C1)CC (methyl 2-(2-chloromethyl-4-ethylphenoxy)propionate). Yield: 100.8%. RXN SMILES: O[CH2:2][C:3]1[CH:15]=[C:14]([CH2:16][CH3:17])[CH:13]=[CH:12][C:4]=1[O:5][CH:6]([CH3:11])[C:7]([O:9][CH3:10])=[O:8].S(Cl)([Cl:20])=O>N1C=CC=CC=1.C(OCC)C>[Cl:20][CH2:2][C:3]1[CH:15]=[C:14]([CH2:16][CH3:17])[CH:13]=[CH:12][C:4]=1[O:5][CH:6]([CH3:11])[C:7]([O:9][CH3:10])=[O:8]. Procedure: By the method of Example 1, Step H, 26.0 grams (0.109 mole) of methyl 2-(2-hydroxymethyl-4-ethylphenoxy)propionate and 14.3 grams (0.12 mole) of thionyl chloride were reacted in the presence of two drops of pyridine in 120 mL of diethyl ether, yielding 28.21 grams of methyl 2-(2-chloromethyl-4-ethylphenoxy)propionate. The NMR spectrum was consistent with the proposed spectrum.